From a dataset of the Open Reaction Database (ORD), a public repository of structured organic reaction records. describe an organic reaction: reactants, conditions, products, and yield Starting materials: ONC(CN1C(C(SC2=C1C=C(C=C2)C(=O)OCC)CCCC2=CC=C(C=C2)OC)=O)=O (Ethyl 4-[2-(hydroxyamino)-2-oxoethyl]-2-[3-(4-methoxyphenyl)propyl]-3-oxo-3,4-dihydro-2H-1,4-benzothiazine-6-carboxylate), C1CCOC1 (THF), [OH-].[Li+] (lithium hydroxide), Cl (hydrochloric acid). Run in O (water), C(C)(=O)OCC (ethyl acetate). Conditions: time 8 hour. Yields the product ONC(CN1C(C(SC2=C1C=C(C=C2)C(=O)O)CCCC2=CC=C(C=C2)OC)=O)=O (4-[2-(Hydroxyamino)-2-oxoethyl]-2-[3-(4-methoxyphenyl)propyl]-3-oxo-3,4-dihydro-2H-1,4-benzothiazine-6-carboxylic acid). Isolated yield 67.9%. As a reaction SMILES: [OH:1][NH:2][C:3](=[O:32])[CH2:4][N:5]1[C:10]2[CH:11]=[C:12]([C:15]([O:17]CC)=[O:16])[CH:13]=[CH:14][C:9]=2[S:8][CH:7]([CH2:20][CH2:21][CH2:22][C:23]2[CH:28]=[CH:27][C:26]([O:29][CH3:30])=[CH:25][CH:24]=2)[C:6]1=[O:31].C1COCC1.[OH-].[Li+].Cl>C(OCC)(=O)C.O>[OH:1][NH:2][C:3](=[O:32])[CH2:4][N:5]1[C:10]2[CH:11]=[C:12]([C:15]([OH:17])=[O:16])[CH:13]=[CH:14][C:9]=2[S:8][CH:7]([CH2:20][CH2:21][CH2:22][C:23]2[CH:24]=[CH:25][C:26]([O:29][CH3:30])=[CH:27][CH:28]=2)[C:6]1=[O:31] |f:2.3|. Procedure details: To the compound of Example 1 (0.51 g) were added THF (10 ml) and water (10 ml). After the resulting mixture was ice-cooled, a 0.5N aqueous lithium hydroxide solution (4.4 ml) was slowly added dropwise thereto. The resulting mixture was slowly warmed up to room temperature and stirred overnight. Ice-cooled 1N aqueous hydrochloric acid solution and ethyl acetate were added thereto to effect extraction. The oil layer was washed twice with a 1N aqueous hydrochloric acid solution, dried over anhydrou... Reactants: O=C([O-])[O-], CCOc1cccc(C=O)c1O, COS(=O)(=O)OC, CN(C)C=O, CCOC(C)=O, [K+], [K+]. Product: CCOc1cccc(C=O)c1OC. RXN SMILES: [C:13](=[O:14])([O-:15])[O-:16].[CH2:1]([CH3:2])[O:3][c:4]1[c:5]([OH:12])[c:6]([CH:7]=[O:8])[cH:9][cH:10][cH:11]1.[CH3:19][O:20][S:21]([O:22][CH3:23])(=[O:24])=[O:25].[CH3:26][N:27]([CH3:28])[CH:29]=[O:30].[CH3:31][CH2:32][O:33][C:34](=[O:35])[CH3:36].[K+:17].[K+:18]>>[CH2:1]([CH3:2])[O:3][c:4]1[c:5]([O:12][CH3:13])[c:6]([CH:7]=[O:8])[cH:9][cH:10][cH:11]1. Starting materials: C(C)(C)(C)OC(=O)N1CCC(CC1)NC(=O)C1NC2=CC(=CC=C2C(N1)=O)C(=O)OC (methyl 2-({[1-(tert-butoxycarbonyl)piperidin-4-yl]amino}carbonyl)-4-oxo-1,2,3,4-tetrahydroquinazoline-7-carboxylate). Reagents/catalysts: [O-2].[Mn+4].[O-2] (manganese (IV) oxide). Run in C(Cl)(Cl)Cl (chloroform). Reaction conditions: temperature 70 celsius, time 3 hour. Product: C(C)(C)(C)OC(=O)N1CCC(CC1)NC(=O)C1=NC2=CC(=CC=C2C(N1)=O)C(=O)OC (methyl 2-({[1-(tert-butoxycarbonyl)piperidin-4-yl]amino}carbonyl)-4-oxo-3,4-dihydroquinazoline-7-carboxylate). Yield: 139.4%. RXN SMILES: [C:1]([O:5][C:6]([N:8]1[CH2:13][CH2:12][CH:11]([NH:14][C:15]([CH:17]2[NH:26][C:25](=[O:27])[C:24]3[C:19](=[CH:20][C:21]([C:28]([O:30][CH3:31])=[O:29])=[CH:22][CH:23]=3)[NH:18]2)=[O:16])[CH2:10][CH2:9]1)=[O:7])([CH3:4])([CH3:3])[CH3:2]>C(Cl)(Cl)Cl.[O-2].[Mn+4].[O-2]>[C:1]([O:5][C:6]([N:8]1[CH2:13][CH2:12][CH:11]([NH:14][C:15]([C:17]2[NH:26][C:25](=[O:27])[C:24]3[C:19](=[CH:20][C:21]([C:28]([O:30][CH3:31])=[O:29])=[CH:22][CH:23]=3)[N:18]=2)=[O:16])[CH2:10][CH2:9]1)=[O:7])([CH3:4])([CH3:3])[CH3:2] |f:2.3.4|. Procedure details: To a solution of methyl 2-({[1-(tert-butoxycarbonyl)piperidin-4-yl]amino}carbonyl)-4-oxo-1,2,3,4-tetrahydroquinazoline-7-carboxylate (60 mg, 0.1 mmol) in chloroform (1.5 mL) was added manganese (IV) oxide (81.4 mg, 0.94 mmol). The reaction mixture was heated to 70° C. and stirred for 3 h. The mixture was cooled to rt, the solid filtered and washed with MeOH to afford methyl 2-({[1-(tert-butoxycarbonyl)piperidin-4-yl]amino}carbonyl)-4-oxo-3,4-dihydroquinazoline-7-carboxylate (60 mg, quant). LC-MS... Starting materials: C1(C=2C(C(=O)O1)=CC=CC2)=O (phthalic anhydride), N1=CC(=CC=C1)CCN (2-(3-pyridinyl)ethylamine). Solvent: C(Cl)Cl (methylene chloride). The product is N1=CC(=CC=C1)CCNC(=O)C1=C(C(=O)O)C=CC=C1 (2-[[[2-(3-Pyridinyl)ethyl]amino]carbonyl]benzoic acid). RXN SMILES: [C:1]1(=[O:11])[O:6][C:4](=[O:5])[C:3]2=[CH:7][CH:8]=[CH:9][CH:10]=[C:2]12.[N:12]1[CH:17]=[CH:16][CH:15]=[C:14]([CH2:18][CH2:19][NH2:20])[CH:13]=1>C(Cl)Cl>[N:12]1[CH:17]=[CH:16][CH:15]=[C:14]([CH2:18][CH2:19][NH:20][C:4]([C:3]2[CH:7]=[CH:8][CH:9]=[CH:10][C:2]=2[C:1]([OH:6])=[O:11])=[O:5])[CH:13]=1. Reported procedure: A mixture of 4.44 g of phthalic anhydride and 75 ml of methylene chloride was stirred and 3.66 g of 2-(3-pyridinyl)ethylamine was added. Solution occured followed by separation of a white precipitate. The desired product was separated by filtration and melted at 183°-185° C.